This data is from the Open Reaction Database (ORD), a public repository of structured organic reaction records. The task is: describe an organic reaction: reactants, conditions, products, and yield Reactants: CCc1ccccc1C, C=C, Cc1ccccc1. Product: CCc1ccc(C)cc1. RXN SMILES: [CH2:10]([c:11]1[cH:12][cH:13][cH:14][cH:15][c:16]1[CH3:17])[CH3:18].[CH2:8]=[CH2:9].[CH3:1][c:2]1[cH:3][cH:4][cH:5][cH:6][cH:7]1>>[CH3:1][c:2]1[cH:3][cH:4][c:5]([CH2:8][CH3:9])[cH:6][cH:7]1. Run at time 2 hour. Yields the product [Br-].BrC=1C(=C(C=C(C1)OC)C[P+](C1=CC=CC=C1)(C1=CC=CC=C1)C1=CC=CC=C1)O ([(3-bromo-2-hydroxy-5-methoxy-phenyl)methyl]-triphenyl-phosphonium bromide). As a reaction SMILES: [Br:1]Br.[Cl-].[OH:4][C:5]1[CH:10]=[CH:9][C:8]([O:11][CH3:12])=[CH:7][C:6]=1[CH2:13][P+:14]([C:27]1[CH:32]=[CH:31][CH:30]=[CH:29][CH:28]=1)([C:21]1[CH:26]=[CH:25][CH:24]=[CH:23][CH:22]=1)[C:15]1[CH:20]=[CH:19][CH:18]=[CH:17][CH:16]=1>CO>[Br-:1].[Br:1][C:10]1[C:5]([OH:4])=[C:6]([CH2:13][P+:14]([C:15]2[CH:20]=[CH:19][CH:18]=[CH:17][CH:16]=2)([C:27]2[CH:32]=[CH:31][CH:30]=[CH:29][CH:28]=2)[C:21]2[CH:22]=[CH:23][CH:24]=[CH:25][CH:26]=2)[CH:7]=[C:8]([O:11][CH3:12])[CH:9]=1 |f:1.2,4.5|. Isolated yield 76.0%. Run in CO (methanol). Reactants: BrBr (bromine), [Cl-].OC1=C(C=C(C=C1)OC)C[P+](C1=CC=CC=C1)(C1=CC=CC=C1)C1=CC=CC=C1 ([(2-hydroxy-5-methoxy-phenyl)methyl]-triphenyl-phosphonium chloride). Reported procedure: In the course of 1.5 hours, at 5°, 13 g of bromine are added dropwise to a solution of 35 g of [(2-hydroxy-5-methoxy-phenyl)methyl]-triphenyl-phosphonium chloride in 700 ml of methanol. The solution is concentrated in vacuo at 20° to 110 ml, 220 ml of ethyl acetate are added thereto in the course of 2 hours, the resulting yellow suspension is stirred for 2 hours at 0°, and the slightly yellow crystals are filtered off with suction and recrystallised from methanol. A mixture of colourless crystal... The reactants are C(C)(=O)OC=1C=C2C(NC=NC2=CC1OC)=O (6-acetoxy-7-methoxy-quinazolin-4-one), ClC1=CC=C(N)C=C1 (4-chloroaniline). Reagents/catalysts: CN(C)C=O (DMF). Run in O=S(Cl)Cl (SOCl2). Run at temperature 100 celsius, time 3 hour. Yields the product C(C)(=O)OC=1C=C2C(=NC=NC2=CC1OC)NC1=CC=C(C=C1)Cl (6-acetoxy-4-(4-chloro-phenylamino)-7-methoxy-quinazoline). RXN SMILES: [C:1]([O:4][C:5]1[CH:6]=[C:7]2[C:12](=[CH:13][C:14]=1[O:15][CH3:16])[N:11]=[CH:10][NH:9][C:8]2=O)(=[O:3])[CH3:2].[Cl:18][C:19]1[CH:25]=[CH:24][C:22]([NH2:23])=[CH:21][CH:20]=1>O=S(Cl)Cl.CN(C=O)C>[C:1]([O:4][C:5]1[CH:6]=[C:7]2[C:12](=[CH:13][C:14]=1[O:15][CH3:16])[N:11]=[CH:10][N:9]=[C:8]2[NH:23][C:22]1[CH:24]=[CH:25][C:19]([Cl:18])=[CH:20][CH:21]=1)(=[O:3])[CH3:2]. Reported procedure: To a solution of 6-acetoxy-7-methoxy-quinazolin-4-one (RO0505111-000) (1.0 g, 4.26 mmol) (from Example 15, Step A, supra) in SOCl2 (12.5 mL) (Aldrich) was added a few drops of DMF (0.1 mL). The reaction mixture was then heated with stirring at 100° C. for 3 hours. The solvents were evaporated and the residue was dried in vacuo. The residue was dissolved in 2-propanol (20 mL), then 4-chloroaniline (0.6 g, 4.69 mmol) (Fluka) was added. The reaction mixture was heated at 110° C. for 3 hours. The re... Solvent: CN(C)C=O (DMF), C(C)OC(C)=O (ethylacetate). Starting materials: BrC1=CC2=C(N(C=N2)C)C(=C1)O (5-bromo-1-methyl-1H-benzo[d]imidazol-7-ol), CS(=O)(=O)O[C@@H](C)[C@H]1CN(C(C1)=O)[C@H](C)C1=CC=CC=C1 ((S)-1-((R)-5-oxo-1-((R)-1-phenylethyl)pyrrolidin-3-yl)ethyl methanesulfonate), C(=O)([O-])[O-].[Cs+].[Cs+] (Cs2CO3). Run at temperature 90 celsius. Yields the product BrC1=CC2=C(N(C(=N2)C)C)C(=C1)O[C@H](C)[C@@H]1CC(N(C1)[C@H](C)C1=CC=CC=C1)=O ((R)-4-((R)-1-(5-bromo-1,2-dimethyl-1H-benzo[d]imidazol-7-yloxy)ethyl)-1-((R)-1-phenylethyl)pyrrolidin-2-one). RXN SMILES: [Br:1][C:2]1[CH:11]=[C:10]([OH:12])[C:5]2[N:6]([CH3:9])[CH:7]=[N:8][C:4]=2[CH:3]=1.CS(O[C@H:18]([C@@H:20]1[CH2:24][C:23](=[O:25])[N:22]([C@@H:26]([C:28]2[CH:33]=[CH:32][CH:31]=[CH:30][CH:29]=2)[CH3:27])[CH2:21]1)[CH3:19])(=O)=O.[C:34]([O-])([O-])=O.[Cs+].[Cs+]>CN(C=O)C.C(OC(=O)C)C>[Br:1][C:2]1[CH:11]=[C:10]([O:12][C@@H:18]([C@H:20]2[CH2:21][N:22]([C@@H:26]([C:28]3[CH:29]=[CH:30][CH:31]=[CH:32][CH:33]=3)[CH3:27])[C:23](=[O:25])[CH2:24]2)[CH3:19])[C:5]2[N:6]([CH3:9])[C:7]([CH3:34])=[N:8][C:4]=2[CH:3]=1 |f:2.3.4|. Procedure: To a solution of 5-bromo-1-methyl-1H-benzo[d]imidazol-7-ol (30 mgs, 0.124 mmol) in DMF (3 mL) was added (S)-1-((R)-5-oxo-1-((R)-1-phenylethyl)pyrrolidin-3-yl)ethyl methanesulfonate 1.17 (60 mgs, 0.193 mmol) and Cs2CO3 (69 mgs, 0.212 mmol) and the reaction mixture was heated at 90° C. for 1 h. The reaction mixture was then diluted with ethylacetate and washed with water (3×), brine and dried over anhydrous magnesium sulfate. Filtration, followed by concentration gave (R)-4-((R)-1-(5-bromo-1,2-dim... The reactants are Cc1ccc2cc(C(=O)O)ccc2n1, Cc1ccc2cccc(N)c2n1. The reagents and catalysts are CN1CC[N+](=C1Cl)C.F[P-](F)(F)(F)(F)F (CIP), CCN(C(C)C)C(C)C (DIPEA), C1=CC2=C(N=C1)N(N=N2)O (HOAt). Run in CN(C)C=O (DMF), CN(C)C=O (DMF), CN(C)C=O (DMF), CN(C)C=O (DMF), CN(C)C=O (DMF), CN(C)C=O (DMF). Conditions: temperature 25 celsius, time 2 hour. The product is Cc1ccc2cc(C(=O)Nc3cccc4ccc(C)nc34)ccc2n1. The yield is 3.4%. Reaction SMILES: Cc1ccc2cccc(N)c2n1.Cc1ccc2cc(C(=O)O)ccc2n1.CN1CC[N+](=C1Cl)C.F[P-](F)(F)(F)(F)F.C1=CC2=C(N=C1)N(N=N2)O.CCN(C(C)C)C(C)C.CN(C)C=O>>Cc1ccc2cc(C(=O)Nc3cccc4ccc(C)nc34)ccc2n1. Starting materials: N(=O)[O-].[Na+] (sodium nitrite), stannous chloride, ClC1=C(N)C=CC(=C1)CC (2-Chloro-4-ethylaniline), [OH-].[NH4+] (ammonium hydroxide). Solvent: S(O)(O)(=O)=O (sulphuric acid), Cl (hydrochloric acid), C(C)(=O)O (acetic acid). The product is ClC1=C(C=CC(=C1)CC)NN (2-chloro-4-ethylphenylhydrazine). Isolated yield 60.4%. Reaction SMILES: [Cl:1][C:2]1[CH:8]=[C:7]([CH2:9][CH3:10])[CH:6]=[CH:5][C:3]=1[NH2:4].[N:11]([O-])=O.[Na+].[OH-].[NH4+]>C(O)(=O)C.S(=O)(=O)(O)O.Cl>[Cl:1][C:2]1[CH:8]=[C:7]([CH2:9][CH3:10])[CH:6]=[CH:5][C:3]=1[NH:4][NH2:11] |f:1.2,3.4|. Reported procedure: 2-Chloro-4-ethylaniline [14.5 g; described by K. Altau, J. Chem. Eng. Data, 8, 122 (1963)] was dissolved, with stirring, in glacial acetic acid (113 ml). A solution of sodium nitrite (7.0 g) in concentrated sulphuric acid (55 ml) was then added at 55°-60° C. The solution thus obtained was cooled to 0°-5° C. and a solution of stannous chloride (70 g) in concentrated hydrochloric acid (80 ml) was added with vigorous stirring. A cream-coloured solid precipitated. The mixture was filtered and the so... Reactants: FC(C(=O)O)(F)F.NC1=NC(=NC=C1C(=O)C1=C(C=CC=C1)OC)NC1CCNCC1 ([4-amino-2-(piperidin-4-ylamino)-pyrimidin-5-yl]-(2-methoxy-phenyl)-methanone trifluoroacetic acid salt), Cl.C(C)N(CC)C(C(=O)O)C (diethylaminopropionic acid hydrochloride). Yields the product NC1=NC(=NC=C1C(C1=C(C=CC=C1)OC)=O)NC1CCN(CC1)C(CCN(CC)CC)=O (1-[4-[4-amino-5-(2-methoxy-benzoyl)-pyrimidin-2-ylamino]-piperidin-1-yl]-3-diethylamino-propan-1-one). Reaction SMILES: F[C:2](F)(F)[C:3]([OH:5])=O.[NH2:8][C:9]1[C:14]([C:15]([C:17]2[CH:22]=[CH:21][CH:20]=[CH:19][C:18]=2[O:23][CH3:24])=[O:16])=[CH:13][N:12]=[C:11]([NH:25][CH:26]2[CH2:31][CH2:30][NH:29][CH2:28][CH2:27]2)[N:10]=1.Cl.[CH2:33]([N:35]([CH:38](C)C(O)=O)[CH2:36][CH3:37])[CH3:34]>>[NH2:8][C:9]1[C:14]([C:15](=[O:16])[C:17]2[CH:22]=[CH:21][CH:20]=[CH:19][C:18]=2[O:23][CH3:24])=[CH:13][N:12]=[C:11]([NH:25][CH:26]2[CH2:31][CH2:30][N:29]([C:3](=[O:5])[CH2:2][CH2:38][N:35]([CH2:36][CH3:37])[CH2:33][CH3:34])[CH2:28][CH2:27]2)[N:10]=1 |f:0.1,2.3|. Procedure details: The same procedure as described in Example 20 was used, starting from [4-amino-2-(piperidin-4-ylamino)-pyrimidin-5-yl]-(2-methoxy-phenyl)-methanone trifluoroacetic acid salt, Example 11, and diethylaminopropionic acid hydrochloride (Aldrich), to give 1-[4-[4-amino-5-(2-methoxy-benzoyl)-pyrimidin-2-ylamino]-piperidin-1-yl]-3-diethylamino-propan-1-one. HRMS, observed: 455.2769; Calcd for (M+H)+: 455.2765. Reactants: CC(C)(C)OC(=O)N1CCC(N)CC1, COCCOC, Cc1cc(Cl)nc2ccccc12, CC(=O)[O-], CC(=O)[O-], [Pd+2]. The product is Cc1cc(NC2CCN(C(=O)OC(C)(C)C)CC2)nc2ccccc12. Reaction SMILES: [C:13]([CH3:14])([CH3:15])([CH3:16])[O:17][C:18](=[O:19])[N:20]1[CH2:21][CH2:22][CH:23]([NH2:26])[CH2:24][CH2:25]1.[CH2:27]([CH2:28][O:29][CH3:30])[O:31][CH3:32].[Cl:1][c:2]1[n:3][c:4]2[cH:5][cH:6][cH:7][cH:8][c:9]2[c:10]([CH3:12])[cH:11]1.[O-:34][C:35]([CH3:36])=[O:37].[O-:38][C:39]([CH3:40])=[O:41].[Pd+2:33]>>[c:2]1([NH:26][CH:23]2[CH2:22][CH2:21][N:20]([C:18]([O:17][C:13]([CH3:14])([CH3:15])[CH3:16])=[O:19])[CH2:25][CH2:24]2)[n:3][c:4]2[cH:5][cH:6][cH:7][cH:8][c:9]2[c:10]([CH3:12])[cH:11]1. Procedure details: Reaction of 2-amino-5-bromo-N-(4-methoxyphenyl)pyridine-3-carboxamide with 5-(4-morpholinylmethyl)thiophene-2-boronic acid pinacol ester gives the compound “A39”; HPLC/MS: 1.46 min, [M+H]=425; Reaction SMILES: [NH2:1][C:2]1[C:7]([C:8]([NH:10][C:11]2[CH:16]=[CH:15][C:14]([O:17][CH3:18])=[CH:13][CH:12]=2)=[O:9])=[CH:6][C:5](Br)=[CH:4][N:3]=1.[N:20]1([CH2:26][C:27]2[S:31][C:30](B3OC(C)(C)C(C)(C)O3)=[CH:29][CH:28]=2)[CH2:25][CH2:24][O:23][CH2:22][CH2:21]1>>[NH2:1][C:2]1[N:3]=[CH:4][C:5]([C:30]2[S:31][C:27]([CH2:26][N:20]3[CH2:21][CH2:22][O:23][CH2:24][CH2:25]3)=[CH:28][CH:29]=2)=[CH:6][C:7]=1[C:8]([NH:10][C:11]1[CH:16]=[CH:15][C:14]([O:17][CH3:18])=[CH:13][CH:12]=1)=[O:9]. Product: NC1=C(C(=O)NC2=CC=C(C=C2)OC)C=C(C=N1)C=1SC(=CC1)CN1CCOCC1 (2-Amino-N-(4-methoxy-phenyl)-5-(5-morpholin-4-ylmethyl-thiophen-2-yl)-nicotinamide). The reactants are NC1=NC=C(C=C1C(=O)NC1=CC=C(C=C1)OC)Br (2-amino-5-bromo-N-(4-methoxyphenyl)pyridine-3-carboxamide), N1(CCOCC1)CC1=CC=C(S1)B1OC(C)(C)C(C)(C)O1 (5-(4-morpholinylmethyl)thiophene-2-boronic acid pinacol ester).